This data is from the Open Reaction Database (ORD), a public repository of structured organic reaction records. The task is: describe an organic reaction: reactants, conditions, products, and yield Starting materials: OCCN1CCOCC1 (4-(2-hydroxyethyl)morpholine), N(=NC(=O)OCC)C(=O)OCC (Diethyl azodicarboxylate), BrC1=CC(=C(NC2=NC=NC3=CC(=C(C=C23)OC)O)C=C1)F (4-(4-bromo-2-fluoroanilino)-7-hydroxy-6-methoxyquinazoline), Cl (hydrogen chloride), C1(=CC=CC=C1)P(C1=CC=CC=C1)C1=CC=CC=C1 (triphenylphosphine). Run in C(Cl)Cl.CO (methylene chloride methanol), C(Cl)Cl (methylene chloride). Reaction conditions: time 1 hour. The product is Cl.BrC1=CC(=C(NC2=NC=NC3=CC(=C(C=C23)OC)OCCN2CCOCC2)C=C1)F (4-(4-bromo-2-fluoroanilino)-6-methoxy-7-(2-morpholinoethoxy)quinazoline hydrochloride). Isolated yield 70.0%. Reaction SMILES: N(C(OCC)=O)=NC(OCC)=O.[Br:13][C:14]1[CH:33]=[CH:32][C:17]([NH:18][C:19]2[C:28]3[C:23](=[CH:24][C:25]([OH:31])=[C:26]([O:29][CH3:30])[CH:27]=3)[N:22]=[CH:21][N:20]=2)=[C:16]([F:34])[CH:15]=1.C1(P(C2C=CC=CC=2)C2C=CC=CC=2)C=CC=CC=1.O[CH2:55][CH2:56][N:57]1[CH2:62][CH2:61][O:60][CH2:59][CH2:58]1.[ClH:63]>C(Cl)Cl.C(Cl)Cl.CO>[ClH:63].[Br:13][C:14]1[CH:33]=[CH:32][C:17]([NH:18][C:19]2[C:28]3[C:23](=[CH:24][C:25]([O:31][CH2:55][CH2:56][N:57]4[CH2:62][CH2:61][O:60][CH2:59][CH2:58]4)=[C:26]([O:29][CH3:30])[CH:27]=3)[N:22]=[CH:21][N:20]=2)=[C:16]([F:34])[CH:15]=1 |f:6.7,8.9|. Procedure details: Diethyl azodicarboxylate (209 mg, 1.2 mmol) was added dropwise to a suspension of 4-(4-bromo-2-fluoroanilino)-7-hydroxy-6-methoxyquinazoline (146 mg, 0.4 mmol), (prepared as described for the starting material in Example 24), triphenylphosphine (314 mg, 1.2 mmol) and 4-(2-hydroxyethyl)morpholine (79 mg, 0.6 mmol) in methylene chloride (5 ml). The mixture was stirred for 1 hour at ambient temperature and purified by column flash chromatography eluting with methylene chloride/methanol (95/5 follow... The reactants are NC(CCO)C1=CC(=C(C=C1)F)F (3-amino-3-(3,4-difluorophenyl)propan-1-ol), CC(C)(C)[Si](C)(C)Cl (TBDMS-Cl), CCN(C(C)C)C(C)C (DIPEA), C(Cl)Cl (DCM). Reagents/catalysts: CN(C)C=1C=CN=CC1 (DMAP). Run in O (water). Yields the product [Si](C)(C)(C(C)(C)C)OCCC(N)C1=CC(=C(C=C1)F)F (3-(tert-butyldimethylsilyloxy)-1-(3,4-difluorophenyl)propan-1-amine). Isolated yield 69.8%. RXN SMILES: [NH2:1][CH:2]([C:6]1[CH:11]=[CH:10][C:9]([F:12])=[C:8]([F:13])[CH:7]=1)[CH2:3][CH2:4][OH:5].[CH3:14][C:15]([Si:18](Cl)([CH3:20])[CH3:19])([CH3:17])[CH3:16].CCN(C(C)C)C(C)C.C(Cl)Cl>CN(C1C=CN=CC=1)C.O>[Si:18]([O:5][CH2:4][CH2:3][CH:2]([C:6]1[CH:11]=[CH:10][C:9]([F:12])=[C:8]([F:13])[CH:7]=1)[NH2:1])([C:15]([CH3:17])([CH3:16])[CH3:14])([CH3:20])[CH3:19]. Reported procedure: A solution of 304 (0.400 g, 2.14 mmol), TBDMS-Cl (0.386 g, 2.56 mmol), DIPEA (0.744 mL, 4.27 mmol), DMAP (0.0261 g, 0.214 mmol) and DCM (10 mL) was stirred at RT for 1 h and then poured into water and extracted with DCM. The combined organic extracts were dried (MgSO4), filtered, and concentrated in vacuo. The crude product was purified by SiO2 chromatography eluting with DCM/MeOH (500:7) to afford 0.45 g (69.9%) of 3-(tert-butyldimethylsilyloxy)-1-(3,4-difluorophenyl)propan-1-amine (306).